From a dataset of the Open Reaction Database (ORD), a public repository of structured organic reaction records. describe an organic reaction: reactants, conditions, products, and yield The reactants are CN(C)CCN, Cc1ccccc1, O=C1COc2ccccc2C(=O)C1, Cc1ccc(S(=O)(=O)O)cc1. Yields the product CN(C)CCNC1=CC(=O)c2ccccc2OC1. Reaction SMILES: [CH3:25][N:26]([CH2:27][CH2:28][NH2:29])[CH3:30].[CH3:31][c:32]1[cH:33][cH:34][cH:35][cH:36][cH:37]1.[O:1]1[CH2:2][C:3](=[O:13])[CH2:4][C:5](=[O:12])[c:6]2[c:7]1[cH:8][cH:9][cH:10][cH:11]2.[c:14]1([CH3:15])[cH:16][cH:17][c:18]([S:19]([OH:20])(=[O:21])=[O:22])[cH:23][cH:24]1>>[O:1]1[CH2:2][C:3]([NH:29][CH2:28][CH2:27][N:26]([CH3:25])[CH3:30])=[CH:4][C:5](=[O:12])[c:6]2[c:7]1[cH:8][cH:9][cH:10][cH:11]2. The product is C(C)OC(=O)C=1N=C(SC1)CC=1SC(=CC1)C(C)=O (2-(5-Acetyl-thiophen-2-ylmethyl)-thiazole-4-carboxylic acid ethyl ester). The reactants are CC1(OCCO1)C1=CC=C(S1)CC(=S)N (2-[5-(2-methyl-[1,3]dioxolan-2-yl)-thiophen-2-yl]-thioacetamide), C(C)C(C(C(=O)[O-])=O)Br (ethylbromopyruvate), C(C)O (ethanol), N#N (N2). Reported procedure: In a flame dried round-bottomed flask equipped with a magnetic stir bar and under inert atmosphere (N2), a solution of 2-[5-(2-methyl-[1,3]dioxolan-2-yl)-thiophen-2-yl]-thioacetamide (2.88 g, 11.83 mmol) and ethylbromopyruvate (1.74 mL, 11.83 mmol) in ethanol (34.0 mL) was stirred for 16 h at reflux. The solvent was removed under reduced pressure and the residue was dissolved in EA (150 mL) and washed with 7% aq. NaHCO3 (100 mL). The org. phase was dried over MgSO4, filtered, and the solvent was... RXN SMILES: N#N.[CH3:3][C:4]1([C:9]2[S:13][C:12]([CH2:14][C:15]([NH2:17])=[S:16])=[CH:11][CH:10]=2)[O:8]CCO1.C([CH:20](Br)[C:21](=O)[C:22]([O-:24])=[O:23])C.[CH2:27](O)[CH3:28]>>[CH2:27]([O:24][C:22]([C:21]1[N:17]=[C:15]([CH2:14][C:12]2[S:13][C:9]([C:4](=[O:8])[CH3:3])=[CH:10][CH:11]=2)[S:16][CH:20]=1)=[O:23])[CH3:28]. Starting materials: O=[Cr](=O)([O-])O[Cr](=O)(=O)[O-], CN(C)C=O, O, CC(C#CC1(O)C(C)CC(=O)CC1(C)C)=CCO, c1cc[nH+]cc1, c1cc[nH+]cc1. Product: CC(C#CC1(O)C(C)CC(=O)CC1(C)C)=CC=O. As a reaction SMILES: [Cr:1]([O:2][Cr:3]([O-:4])(=[O:5])=[O:6])([O-:7])(=[O:8])=[O:9].[O:41]=[CH:42][N:43]([CH3:44])[CH3:45].[OH2:40].[OH:22][C:23]1([C:33]#[C:34][C:35](=[CH:36][CH2:37][OH:38])[CH3:39])[C:24]([CH3:31])([CH3:32])[CH2:25][C:26](=[O:30])[CH2:27][CH:28]1[CH3:29].[nH+:10]1[cH:11][cH:12][cH:13][cH:14][cH:15]1.[nH+:16]1[cH:17][cH:18][cH:19][cH:20][cH:21]1>>[OH:22][C:23]1([C:33]#[C:34][C:35](=[CH:36][CH:37]=[O:38])[CH3:39])[C:24]([CH3:31])([CH3:32])[CH2:25][C:26](=[O:30])[CH2:27][CH:28]1[CH3:29]. The reactants are CC1=CC(=C(N)C=C1C)[N+](=O)[O-] (4,5-dimethyl-2-nitroaniline), II (Iodine). The reagents and catalysts are S(=O)(=O)([O-])[O-].[Ag+2] (Silver sulphate). Run in C(C)O (ethanol). Conditions: temperature 20 celsius, time 30 minute. Product: CC1=CC(=C(N)C(=C1C)I)[N+](=O)[O-] (4,5-dimethyl-6-iodo-2-nitroaniline). Yield: 93.7%. RXN SMILES: [CH3:1][C:2]1[C:8]([CH3:9])=[CH:7][C:5]([NH2:6])=[C:4]([N+:10]([O-:12])=[O:11])[CH:3]=1.[I:13]I>C(O)C.S([O-])([O-])(=O)=O.[Ag+2]>[CH3:1][C:2]1[C:8]([CH3:9])=[C:7]([I:13])[C:5]([NH2:6])=[C:4]([N+:10]([O-:12])=[O:11])[CH:3]=1 |f:3.4|. Reported procedure: Silver sulphate (103 g, 0.33 mol) was added over 5 minutes to a stirred suspension of 4,5-dimethyl-2-nitroaniline (50.0 g, 0.30 mol) in ethanol (1500 mL) at 20° C. Iodine (84.0 g, 0.33 mol) was added in portions, and the resulting mixture was stirred for 30 minutes at 20° C. The mixture was filtered, and the filter cake washed thoroughly with ethanol (1 L) and dichloromethane (1 L). The filtrate was concentrated under reduced pressure, and the residue was redissolved in dichloromethane (500 mL),... The reactants are BrCC1CC1, ClCCl, O=S(=O)(Oc1ccc2c(c1)C13CCCCC1C(C2)NCC3)C(F)(F)F. Product: O=S(=O)(Oc1ccc2c(c1)C13CCCCC1C(C2)N(CC1CC1)CC3)C(F)(F)F. Reaction SMILES: [Br:26][CH2:27][CH:28]1[CH2:29][CH2:30]1.[Cl:31][CH2:32][Cl:33].[F:1][C:2]([S:3](=[O:4])(=[O:5])[O:6][c:7]1[cH:8][cH:9][c:10]2[c:19]([cH:20]1)[C:18]13[CH:13]([CH:12]([CH2:11]2)[NH:23][CH2:22][CH2:21]1)[CH2:14][CH2:15][CH2:16][CH2:17]3)([F:24])[F:25]>>[F:1][C:2]([S:3](=[O:4])(=[O:5])[O:6][c:7]1[cH:8][cH:9][c:10]2[c:19]([cH:20]1)[C:18]13[CH:13]([CH:12]([CH2:11]2)[N:23]([CH2:27][CH:28]2[CH2:29][CH2:30]2)[CH2:22][CH2:21]1)[CH2:14][CH2:15][CH2:16][CH2:17]3)([F:24])[F:25]. Starting materials: O=C([O-])O, CC(=O)Cl, CO, [Na+], O=C1CCC(C(=O)O)(c2ccccc2)CC1. The product is COC(=O)C1(c2ccccc2)CCC(=O)CC1. As a reaction SMILES: [C:21](=[O:22])([O-:23])[OH:24].[CH3:1][C:2](=[O:3])[Cl:4].[CH3:26][OH:27].[Na+:25].[O:5]=[C:6]1[CH2:7][CH2:8][C:9]([C:12](=[O:13])[OH:14])([c:15]2[cH:16][cH:17][cH:18][cH:19][cH:20]2)[CH2:10][CH2:11]1>>[CH3:1][O:14][C:12]([C:9]1([c:15]2[cH:16][cH:17][cH:18][cH:19][cH:20]2)[CH2:8][CH2:7][C:6](=[O:5])[CH2:11][CH2:10]1)=[O:13]. Reactants: Cc1nn(-c2cccc(C(F)(F)F)c2)c(C2CC2)c1C(=O)N1CCC(=O)CC1, Cl, CC(=O)NC1CCNC1CO. The product is CC(=O)NC1CCN(C2CCN(C(=O)c3c(C)nn(-c4cccc(C(F)(F)F)c4)c3C3CC3)CC2)C1CO. Reaction SMILES: [CH:1]1([c:4]2[c:5]([C:20](=[O:21])[N:22]3[CH2:23][CH2:24][C:25](=[O:28])[CH2:26][CH2:27]3)[c:6]([CH3:19])[n:7][n:8]2-[c:9]2[cH:10][c:11]([C:15]([F:16])([F:17])[F:18])[cH:12][cH:13][cH:14]2)[CH2:2][CH2:3]1.[ClH:29].[OH:30][CH2:31][CH:32]1[NH:33][CH2:34][CH2:35][CH:36]1[NH:37][C:38]([CH3:39])=[O:40]>>[CH:1]1([c:4]2[c:5]([C:20](=[O:21])[N:22]3[CH2:23][CH2:24][CH:25]([N:33]4[CH:32]([CH2:31][OH:30])[CH:36]([NH:37][C:38]([CH3:39])=[O:40])[CH2:35][CH2:34]4)[CH2:26][CH2:27]3)[c:6]([CH3:19])[n:7][n:8]2-[c:9]2[cH:10][c:11]([C:15]([F:16])([F:17])[F:18])[cH:12][cH:13][cH:14]2)[CH2:2][CH2:3]1.